This data is from the Open Reaction Database (ORD), a public repository of structured organic reaction records. The task is: describe an organic reaction: reactants, conditions, products, and yield Reactants: NC1=NC=C(C2=C1C(=CS2)C2=CC=C(C=C2)OC2=CC=CC=C2)/C=C/C=O ((2E)-3-[4-amino-3-(4-phenoxyphenyl)thieno[3,2-c]pyridin-7-yl]acrylaldehyde), C(C)(=O)O[BH-](OC(C)=O)OC(C)=O.[Na+] (sodium triacetoxyborohydride), C(C)NCC (diethylamine). The reagents and catalysts are C(C)(=O)O (acetic acid). The solvent is ClCCCl (1,2-dichloroethane). Yields the product C(C)N(C/C=C/C=1C2=C(C(=NC1)N)C(=CS2)C2=CC=C(C=C2)OC2=CC=CC=C2)CC (7-[(1E)-3-(diethylamino)-1-propenyl]-3-(4-phenoxyphenyl)thieno[3,2-c]pyridin-4-amine), acetate salt. Reaction SMILES: [NH2:1][C:2]1[C:7]2[C:8]([C:11]3[CH:16]=[CH:15][C:14]([O:17][C:18]4[CH:23]=[CH:22][CH:21]=[CH:20][CH:19]=4)=[CH:13][CH:12]=3)=[CH:9][S:10][C:6]=2[C:5](/[CH:24]=[CH:25]/[CH:26]=O)=[CH:4][N:3]=1.C(O[BH-](OC(=O)C)OC(=O)C)(=O)C.[Na+].[CH2:42]([NH:44][CH2:45][CH3:46])[CH3:43]>C(O)(=O)C.ClCCCl>[CH2:42]([N:44]([CH2:45][CH3:46])[CH2:26]/[CH:25]=[CH:24]/[C:5]1[C:6]2[S:10][CH:9]=[C:8]([C:11]3[CH:12]=[CH:13][C:14]([O:17][C:18]4[CH:23]=[CH:22][CH:21]=[CH:20][CH:19]=4)=[CH:15][CH:16]=3)[C:7]=2[C:2]([NH2:1])=[N:3][CH:4]=1)[CH3:43] |f:1.2|. Reported procedure: A mixture of Example 360B (30 mg, 0.080 mmol), sodium triacetoxyborohydride (35 mg, 0.16 mmol), 1 drop of acetic acid, and diethylamine (12 mg, 0.166 mmol) in 1,2-dichloroethane (2 mL) was stirred for 2 hours at ambient temperature. The mixture was concentrated and the residue was purified by reverse phase chromatography followed by lyophilization to provide the desired product as the acetate salt. 1H NMR (DMSO-d6, 400 MHz) δ 7.94 (s, 1H), 7.55 (s, 1H), 7.44 (m, 4H), 7.20 (t, 1H), 7.11 (m, 4H), ... The reactants are C([O-])(O)=O.[Na+] (sodium bicarbonate), C(CO)O (ethylene glycol), C1(=CC=C(C=C1)S(=O)(=O)O)C (p-toluenesulfonic acid), COC(=O)C1(CC1)C(C)=O (1-Acetylcyclopropanecarboxylic acid methyl ester). The solvent is C1=CC=CC=C1 (benzene), O (water). The product is COC(=O)C1(CC1)C1(OCCO1)C (1-(2-Methyl-1,3-dioxolan-2-yl)cyclopropanecarboxylic acid methyl ester). Reaction SMILES: [CH3:1][O:2][C:3]([C:5]1([C:8](=[O:10])[CH3:9])[CH2:7][CH2:6]1)=[O:4].[CH2:11](O)[CH2:12][OH:13].C1(C)C=CC(S(O)(=O)=O)=CC=1.C(=O)(O)[O-].[Na+]>C1C=CC=CC=1.O>[CH3:1][O:2][C:3]([C:5]1([C:8]2([CH3:9])[O:13][CH2:12][CH2:11][O:10]2)[CH2:7][CH2:6]1)=[O:4] |f:3.4|. Reported procedure: 18.7 g of 4 is dissolved in 500 ml of benzene, 30 ml of ethylene glycol and 1 g of p-toluenesulfonic acid are added and heated under nitrogen in a water separator for 12 hours. After cooling, sodium bicarbonate solution is added, extracted with ethyl acetate, dried on sodium sulfate and concentrated by evaporation, whereby 23 g of title compound 5 accumulates as a colorless oil. The reactants are C(C(C)C)C1=CC=C(C=C1)CC(=O)OC (methyl (4-isobutylphenyl)acetate), C(OC)(OC)=O (dimethyl carbonate), C(=O)([O-])[O-].[K+].[K+] (K2CO3), C(C(C)C)C1=CC=C(C=C1)C(C(=O)OC)C (methyl α-(4-isobutylphenyl)propionate), α-(4-isobutyl)propionic acid, methylated ester. Conditions: time 8 hour. Product: OC(=O)C(C)C1=CC=C(CC(C)C)C=C1 (Ibuprofen). As a reaction SMILES: C(C1C=CC(CC(OC)=O)=CC=1)C(C)C.C(=O)(OC)OC.C([O-])([O-])=O.[K+].[K+].[CH2:28]([C:32]1[CH:37]=[CH:36][C:35]([CH:38]([CH3:43])[C:39]([O:41]C)=[O:40])=[CH:34][CH:33]=1)[CH:29]([CH3:31])[CH3:30]>>[OH:41][C:39]([CH:38]([C:35]1[CH:34]=[CH:33][C:32]([CH2:28][CH:29]([CH3:30])[CH3:31])=[CH:37][CH:36]=1)[CH3:43])=[O:40] |f:2.3.4|. Procedure: Following the procedure of example 1, a mixture of 2 g of methyl (4-isobutylphenyl)acetate (EP 347,939), 16 ml of dimethyl carbonate and 2 g of K2CO3, in a 1:20:1.5 molar ratio, is reacted in autoclave at a temperature of 210° C. The reaction is completed within about 8 hours. The product, methyl α-(4-isobutylphenyl)propionate, is hydrolyzed to α-(4-isobutyl)propionic acid (Ibuprofen) as in the examples above. Yield (starting from the not methylated ester): 90%. The reactants are [Cl-].[Al+3].[Cl-].[Cl-] (aluminium chloride), C(C1=CC=CC=C1)N1N=NN=C1C(=O)NC1=C(C(=CC(=C1)C)C(=O)OC)O (1-Benzyl-2'-hydroxy-3'-methoxycarbonyl-5'-methyl-1H-tetrazole-5-carboxanilide), C (charcoal), ice, Cl (hydrochloric acid). Solvent: ClCCl (dichloromethane), C(C)(=O)OCC (ethyl acetate), C([O-])(O)=O.[K+] (potassium bicarbonate). Conditions: time 2 hour. Yields the product OC1=C(NC(=O)C2=NN=NN2)C=C(C=C1C(=O)OC)C (2'-hydroxy-3'-methoxycarbonyl-5'-methyltetrazole-5-carboxanilide). The yield is 53.0%. As a reaction SMILES: C([N:8]1[C:12]([C:13]([NH:15][C:16]2[CH:21]=[C:20]([CH3:22])[CH:19]=[C:18]([C:23]([O:25][CH3:26])=[O:24])[C:17]=2[OH:27])=[O:14])=[N:11][N:10]=[N:9]1)C1C=CC=CC=1.[Cl-].[Al+3].[Cl-].[Cl-].Cl.C>ClCCl.C(=O)(O)[O-].[K+].C(OCC)(=O)C>[OH:27][C:17]1[C:18]([C:23]([O:25][CH3:26])=[O:24])=[CH:19][C:20]([CH3:22])=[CH:21][C:16]=1[NH:15][C:13]([C:12]1[NH:11][N:10]=[N:9][N:8]=1)=[O:14] |f:1.2.3.4,8.9|. Procedure: 1-Benzyl-2'-hydroxy-3'-methoxycarbonyl-5'-methyl-1H-tetrazole-5-carboxanilide (3.0 g) was added, with stirring, to a suspension of anhydrous aluminium chloride (3.6 g) in dichloromethane (150 ml). After stirring and heating at reflux for 150 minutes, the mixture was poured into a mixture of ice (100 g), aqueous hydrochloric acid (2 N; 100 ml) and ethyl acetate (100 ml), and stirring was continued for a further period of 2 hours. The remaining insoluble material was filtered off and the organic l... Starting materials: C(C1=CC=CC=C1)(=O)Cl (benzoyl chloride), [Al+3].[Cl-].[Cl-].[Cl-] (AlCl3), C1(=CC=CC=C1)C (toluene), ice water. Conditions: temperature 30 celsius, time 12 hour. The product is CC1=CC=C(C(=O)C2=CC=CC=C2)C=C1 (4-methylbenzophenone). The yield is 73.5%. As a reaction SMILES: [Al+3].[Cl-].[Cl-].[Cl-].[C:5](Cl)(=[O:12])[C:6]1[CH:11]=[CH:10][CH:9]=[CH:8][CH:7]=1.[C:14]1([CH3:20])[CH:19]=[CH:18][CH:17]=[CH:16][CH:15]=1>>[CH3:20][C:14]1[CH:19]=[CH:18][C:17]([C:5]([C:6]2[CH:11]=[CH:10][CH:9]=[CH:8][CH:7]=2)=[O:12])=[CH:16][CH:15]=1 |f:0.1.2.3|. Procedure: To the mixture of anhydrous AlCl3 (85 g, 0.64 mole) with dried toluene (90 mL) was added benzoyl chloride (50 mL, 0.43 mole) dropwise at 10±2° C. The mixture was warmed to 30±2° C. and stirred for 12 hours, and then heated to 100±5° C. and stirred for another 2 hr before it was cooled and added into ice water (200 mL) to terminate the reaction. The organic layer was separated and washed successively with water, 5% sodium carbonate and then water again till neutralized. The organic layer was drie...